This data is from the Open Reaction Database (ORD), a public repository of structured organic reaction records. The task is: describe an organic reaction: reactants, conditions, products, and yield The reactants are O=[N+]([O-])c1cnc(O)c(Br)c1, ClC(Cl)Cl, O=P(Cl)(Cl)Cl. Yields the product O=[N+]([O-])c1cnc(Cl)c(Br)c1. Reaction SMILES: [Br:1][c:2]1[c:3]([OH:11])[n:4][cH:5][c:6]([N+:8](=[O:9])[O-:10])[cH:7]1.[CH:17]([Cl:18])([Cl:19])[Cl:20].[P:12]([Cl:13])([Cl:14])([Cl:15])=[O:16]>>[Br:1][c:2]1[c:3]([Cl:14])[n:4][cH:5][c:6]([N+:8](=[O:9])[O-:10])[cH:7]1. Starting materials: COC1=CC=C(OCC(C)O)C=C1 (1-p-methoxyphenoxy-2-propanol), COC1=CC=C(C=C1)O (p-methoxyphenol), O (water), [OH-].[Na+] (sodium hydroxide). Solvent: C(C)#N (acetonitrile). The product is COC1=CC=C(OCC(C)OC2=CC=C(C=C2)OC)C=C1 (1,2-bis(4-methoxyphenoxy)propane). Yield: 76.4%. As a reaction SMILES: [CH3:1][O:2][C:3]1[CH:13]=[CH:12][C:6]([O:7][CH2:8][CH:9]([OH:11])[CH3:10])=[CH:5][CH:4]=1.[CH3:14][O:15][C:16]1[CH:21]=[CH:20][C:19](O)=[CH:18][CH:17]=1.[OH-].[Na+].O>C(#N)C>[CH3:1][O:2][C:3]1[CH:13]=[CH:12][C:6]([O:7][CH2:8][CH:9]([O:11][C:19]2[CH:20]=[CH:21][C:16]([O:15][CH3:14])=[CH:17][CH:18]=2)[CH3:10])=[CH:5][CH:4]=1 |f:2.3|. Procedure: In 500 ml of acetonitrile were dissolved 168 g of 1-p-methoxyphenoxy-2-propanol and 62 g of p-methoxyphenol. To the solution was added 50 g of a 48% sodium hydroxide aqueous solution, and the mixture was allowed to react at 80° C for 3 hours while stirring. The reaction mixture was poured into water, and the precipitated crystals were collected by filtration and recrystallized from methanol to obtain 110 g of 1,2-bis(4-methoxyphenoxy)propane having a melting point of 84 to 84.5° C. The reactants are CN, COc1ccc(C2(C)COCC(=O)N2)cc1, [Cl-], [Cl-], [Cl-], [Cl-], C1CCOC1, [Ti+4], c1ccccc1. The product is COc1ccc(C2(C)COCC(CN)=N2)cc1. As a reaction SMILES: [CH3:17][NH2:18].[CH3:1][O:2][c:3]1[cH:4][cH:5][c:6]([C:9]2([CH3:16])[NH:10][C:11](=[O:15])[CH2:12][O:13][CH2:14]2)[cH:7][cH:8]1.[Cl-:30].[Cl-:31].[Cl-:32].[Cl-:33].[O:19]1[CH2:20][CH2:21][CH2:22][CH2:23]1.[Ti+4:34].[cH:24]1[cH:25][cH:26][cH:27][cH:28][cH:29]1>>[CH3:1][O:2][c:3]1[cH:4][cH:5][c:6]([C:9]2([CH3:16])[N:10]=[C:11]([CH2:17][NH2:18])[CH2:12][O:13][CH2:14]2)[cH:7][cH:8]1. The reactants are Cc1nccc2c(N)cccc12, O=C=NCc1ccc(OC(F)(F)F)cc1. Reaction SMILES: [CH3:1][c:2]1[n:3][cH:4][cH:5][c:6]2[c:7]([NH2:12])[cH:8][cH:9][cH:10][c:11]12.[F:13][C:14]([O:15][c:16]1[cH:17][cH:18][c:19]([CH2:20][N:21]=[C:22]=[O:23])[cH:24][cH:25]1)([F:26])[F:27]>>[CH3:1][c:2]1[n:3][cH:4][cH:5][c:6]2[c:7]([NH:12][C:22]([NH:21][CH2:20][c:19]3[cH:18][cH:17][c:16]([O:15][C:14]([F:13])([F:26])[F:27])[cH:25][cH:24]3)=[O:23])[cH:8][cH:9][cH:10][c:11]12. Product: Cc1nccc2c(NC(=O)NCc3ccc(OC(F)(F)F)cc3)cccc12. Reactants: C(N)(=O)[C@H]1N(C[C@H](C1)SC(=O)C[C@@H]1[C@H](C(N1C(C(=O)OCC1=CC=C(C=C1)[N+](=O)[O-])=O)=O)[C@@H](C)OC(=O)OCC1=CC=C(C=C1)[N+](=O)[O-])C(C)=NC(=O)OCC1=CC=C(C=C1)[N+](=O)[O-] ((3S,4R)-4-{[(2S,4S)-2-carbamoyl-1-[N-(p-nitrobenzyloxycarbonyl)acetimidoyl]pyrrolidin-4-ylthio]carbonylmethyl}-3-[1(R)-(p-nitrobenzyloxycarbonyloxy)ethyl]-1-(p-nitrobenzyloxyoxalyl)-2-azetidinone), P(OC(C)C)(OC(C)C)OC(C)C (triisopropyl phosphite). Solvent: C1(=CC=CC=C1)C (toluene). Run at temperature 90 celsius. Product: C(N)(=O)[C@H]1N(C[C@H](C1)SC(=O)C[C@@H]1[C@H](C(N1C(=P(OC(C)C)(OC(C)C)OC(C)C)C(=O)OCC1=CC=C(C=C1)[N+](=O)[O-])=O)[C@@H](C)OC(=O)OCC1=CC=C(C=C1)[N+](=O)[O-])C(C)=NC(=O)OCC1=CC=C(C=C1)[N+](=O)[O-] ((3S,4R)-4-{[(2S,4S)-2-Carbamoyl-1-[N-(p-nitrobenzyloxycarbonyl)acetimidoyl]pyrrolidin-4-ylthio]carbonylmethyl}-3-[1(R)-(p-nitrobenzyloxycarbonyloxy)ethyl]-1-[1-(p-nitrobenzyloxycarbonyl)-1-triisopropoxyphosphoranylidenemethyl]-2-azetidinone). Isolated yield 60.0%. As a reaction SMILES: [C:1]([C@@H:4]1[CH2:8][C@H:7]([S:9][C:10]([CH2:12][C@H:13]2[N:16]([C:17](=O)[C:18]([O:20][CH2:21][C:22]3[CH:27]=[CH:26][C:25]([N+:28]([O-:30])=[O:29])=[CH:24][CH:23]=3)=[O:19])[C:15](=[O:32])[C@@H:14]2[C@H:33]([O:35][C:36]([O:38][CH2:39][C:40]2[CH:45]=[CH:44][C:43]([N+:46]([O-:48])=[O:47])=[CH:42][CH:41]=2)=[O:37])[CH3:34])=[O:11])[CH2:6][N:5]1[C:49](=[N:51][C:52]([O:54][CH2:55][C:56]1[CH:61]=[CH:60][C:59]([N+:62]([O-:64])=[O:63])=[CH:58][CH:57]=1)=[O:53])[CH3:50])(=[O:3])[NH2:2].[P:65]([O:74][CH:75]([CH3:77])[CH3:76])([O:70][CH:71]([CH3:73])[CH3:72])[O:66][CH:67]([CH3:69])[CH3:68]>C1(C)C=CC=CC=1>[C:1]([C@@H:4]1[CH2:8][C@H:7]([S:9][C:10]([CH2:12][C@H:13]2[N:16]([C:17]([C:18]([O:20][CH2:21][C:22]3[CH:27]=[CH:26][C:25]([N+:28]([O-:30])=[O:29])=[CH:24][CH:23]=3)=[O:19])=[P:65]([O:70][CH:71]([CH3:73])[CH3:72])([O:74][CH:75]([CH3:77])[CH3:76])[O:66][CH:67]([CH3:69])[CH3:68])[C:15](=[O:32])[C@@H:14]2[C@H:33]([O:35][C:36]([O:38][CH2:39][C:40]2[CH:45]=[CH:44][C:43]([N+:46]([O-:48])=[O:47])=[CH:42][CH:41]=2)=[O:37])[CH3:34])=[O:11])[CH2:6][N:5]1[C:49](=[N:51][C:52]([O:54][CH2:55][C:56]1[CH:57]=[CH:58][C:59]([N+:62]([O-:64])=[O:63])=[CH:60][CH:61]=1)=[O:53])[CH3:50])(=[O:3])[NH2:2]. Procedure details: 454 mg (0.5 mmole) of (3S,4R)-4-{[(2S,4S)-2-carbamoyl-1-[N-(p-nitrobenzyloxycarbonyl)acetimidoyl]pyrrolidin-4-ylthio]carbonylmethyl}-3-[1(R)-(p-nitrobenzyloxycarbonyloxy)ethyl]-1-(p-nitrobenzyloxyoxalyl)-2-azetidinone and 520 mg (2.5 mmole) of triisopropyl phosphite were dissolved in 10 ml of toluene. The solution was heated in a stream of a nitrogen gas at 90° C. for 2 hours. The solvent was then distilled off under reduced pressure. The residue was subjected to chromatography using a Lobar col... Reactants: CC=1C=C(C(C#N)=CC1)N (4-methylanthranilonitrile), fused zinc chloride, S1CCC(CC1)=O (tetrahydrothiopyran-4-one). Run in [N+](=O)([O-])C1=CC=CC=C1 (nitrobenzene). Run at temperature 50 celsius. The product is NC1=C2C(=NC=3C=C(C=CC13)C)CCSC2 (10-amino-3,4-dihydro-7-methyl-1H-thiopyrano [4,3-b]quinoline). The yield is 61.2%. As a reaction SMILES: [CH3:1][C:2]1[CH:3]=[C:4]([NH2:10])[C:5](=[CH:8][CH:9]=1)[C:6]#[N:7].[S:11]1[CH2:16][CH2:15][C:14](=O)[CH2:13][CH2:12]1>[N+](C1C=CC=CC=1)([O-])=O>[NH2:7][C:6]1[C:5]2[CH:8]=[CH:9][C:2]([CH3:1])=[CH:3][C:4]=2[N:10]=[C:14]2[CH2:15][CH2:16][S:11][CH2:12][C:13]=12. Procedure details: A mixture of 4-methylanthranilonitrile (4.46 g) and freshly fused zinc chloride (6.8 g) in 20 ml of nitrobenzene was heated at 50° C. for 1 hour. To this was added tetrahydrothiopyran-4-one (5.1 g) and the mixture was heated to 130° C. for 1.5 hours. After cooling, the zinc complex was filtered, rinsed with ethyl ether and partitioned between 2-butanone (MEK) and NH4OH. The aqueous phase was extracted with MEK and the organics were washed with water and dried (saturated NaCl, MgSO4). This was co...